This data is from the Open Reaction Database (ORD), a public repository of structured organic reaction records. The task is: describe an organic reaction: reactants, conditions, products, and yield The reactants are CS(C)=O, CCOC(C)=O, N#CC1CCCN1C(=O)CCl, [K+], [K+], NC12CC3CC1CC(c1ccc(N4CCNC4=O)cc1)(C3)C2, O=C([O-])[O-]. Yields the product N#CC1CCCN1C(=O)CNC12CC3CC1CC(c1ccc(N4CCNC4=O)cc1)(C3)C2. RXN SMILES: [CH3:40][S:41]([CH3:42])=[O:43].[CH3:44][CH2:45][O:46][C:47]([CH3:48])=[O:49].[Cl:29][CH2:30][C:31](=[O:32])[N:33]1[CH:34]([C:38]#[N:39])[CH2:35][CH2:36][CH2:37]1.[K+:23].[K+:24].[NH2:1][C:2]12[CH2:3][C:4]3([c:11]4[cH:12][cH:13][c:14]([N:17]5[C:18](=[O:22])[NH:19][CH2:20][CH2:21]5)[cH:15][cH:16]4)[CH2:5][CH:6]1[CH2:7][CH:8]([CH2:9]2)[CH2:10]3.[O-:25][C:26]([O-:27])=[O:28]>>[NH:1]([C:2]12[CH2:3][C:4]3([c:11]4[cH:12][cH:13][c:14]([N:17]5[C:18](=[O:22])[NH:19][CH2:20][CH2:21]5)[cH:15][cH:16]4)[CH2:5][CH:6]1[CH2:7][CH:8]([CH2:9]2)[CH2:10]3)[CH2:30][C:31](=[O:32])[N:33]1[CH:34]([C:38]#[N:39])[CH2:35][CH2:36][CH2:37]1. Reactants: C(C)OC(C(C(=O)OCC)=CNC1=CC=NN1CC)=O ([[(1-ethyl-5-pyrazolyl)amino]methylene]malonic acid diethyl ester), C1(=CC=CC=C1)OC1=CC=CC=C1 (diphenyl ether), C(C)O (ethanol). The product is C(C)OC(=O)C1=NN(C2=NC=CC(=C21)O)CC (1-ethyl-4-hydroxy-1H-pyrazolo[3,4-b]pyridinecarboxylic acid ethyl ester). As a reaction SMILES: C(OC(=O)[C:5](=[CH:11][NH:12][C:13]1[N:17]([CH2:18][CH3:19])[N:16]=[CH:15][CH:14]=1)[C:6]([O:8]CC)=O)C.[CH2:21]([OH:23])[CH3:22].[C:24]1([O:30]C2C=CC=CC=2)C=CC=CC=1>>[CH2:21]([O:23][C:24]([C:15]1[C:14]2[C:13](=[N:12][CH:11]=[CH:5][C:6]=2[OH:8])[N:17]([CH2:18][CH3:19])[N:16]=1)=[O:30])[CH3:22]. Procedure details: 253 g of [[(1-ethyl-5-pyrazolyl)amino]methylene]malonic acid diethyl ester (0.09 mol) is dissolved in 770 g of diphenyl ether. The reaction mixture is heated to 235°-250° (bath temperature) and allowed to react at this temperature for 1 to 2 hours, while the resulting ethanol is continuously distilled off. The remaining alcohol is removed by means of a water aspirator. The diphenyl ether is separated by distillation with a fractionating column in vacuo. The 1-ethyl-4-hydroxy-1H-pyrazolo[3,4-b]py... Reactants: C(C)OC(=O)C1(CC2=CC=CC=C2C1)NC(C1=C(C(=CC=C1)OC)C)=O (2-(3-methoxy-2-methyl-benzoylamino)-indane-2-carboxylic acid ethyl ester), [Li+].[OH-] (LiOH), C1CCOC1 (THF), O (water). The solvent is CC(C)O.C(Cl)Cl (i-PrOH DCM). Reaction conditions: time 36 hour. Yields the product COC=1C(=C(C(=O)NC2(CC3=CC=CC=C3C2)C(=O)O)C=CC1)C (2-(3-Methoxy-2-methyl-benzoylamino)-indane-2-carboxylic acid). Isolated yield 103.6%. RXN SMILES: C([O:3][C:4]([C:6]1([NH:15][C:16](=[O:26])[C:17]2[CH:22]=[CH:21][CH:20]=[C:19]([O:23][CH3:24])[C:18]=2[CH3:25])[CH2:14][C:13]2[C:8](=[CH:9][CH:10]=[CH:11][CH:12]=2)[CH2:7]1)=[O:5])C.C1COCC1.O.[Li+].[OH-]>CC(O)C.C(Cl)Cl>[CH3:24][O:23][C:19]1[C:18]([CH3:25])=[C:17]([CH:22]=[CH:21][CH:20]=1)[C:16]([NH:15][C:6]1([C:4]([OH:5])=[O:3])[CH2:14][C:13]2[C:8](=[CH:9][CH:10]=[CH:11][CH:12]=2)[CH2:7]1)=[O:26] |f:3.4,5.6|. Procedure details: A 40 mL vial containing the 2-(3-methoxy-2-methyl-benzoylamino)-indane-2-carboxylic acid ethyl ester (0.65 g, 1.84 mmol) is charged with THF (10 mL) MeOH (10 mL) and a stirring bar is added. Stirring is initiated. After dissolution, water (5 mL) is added followed by the LiOH (267 mg, 6.36 mmol). After 36 h, tlc analysis (silica, 5% i-PrOH/DCM) indicates that the starting material is completely consumed. The pH of the reaction mixture is carefully adjusted to pH 2 by slowly adding dilute aqueous ... Starting materials: [Li]CCCC, CN(C=O)c1ccccc1, Fc1ccc(F)cc1, C1CCOC1, O, O=S(=O)(O)O. Product: O=Cc1cc(F)ccc1F. RXN SMILES: [CH2:9]([Li:10])[CH2:11][CH2:12][CH3:13].[CH3:14][N:15]([c:16]1[cH:17][cH:18][cH:19][cH:20][cH:21]1)[CH:22]=[O:23].[F:1][c:2]1[cH:3][cH:4][c:5]([F:6])[cH:7][cH:8]1.[O:29]1[CH2:30][CH2:31][CH2:32][CH2:33]1.[OH2:34].[S:24](=[O:25])(=[O:26])([OH:27])[OH:28]>>[F:1][c:2]1[c:3]([CH:22]=[O:23])[cH:4][c:5]([F:6])[cH:7][cH:8]1. The reactants are C(C)(C)(C)OC=1C=C(C=CC1OC(C)(C)C)Cl (3,4-di-tert-butoxyphenyl chloride), Grignard reagent, [Cl-].[NH4+] (ammonium chloride), Grignard reagent, S(=O)(Cl)Cl (thionyl chloride), [Mg] (magnesium), C[Si](C)(C)OS(=O)(=O)C(F)(F)F (trimethylsilyltrifluoromethane sulfonate). The solvent is C1CCOC1 (THF), C1CCOC1 (THF). Reaction conditions: time 30 minute. Yields the product FC(S(=O)(=O)[O-])(F)F.C(C)(C)(C)OC=1C=C(C=CC1OC(C)(C)C)[S+](C1=CC(=C(C=C1)OC(C)(C)C)OC(C)(C)C)C1=CC(=C(C=C1)OC(C)(C)C)OC(C)(C)C (tris(3,4-di-tert-butoxyphenyl)sulfonium trifluoromethanesulfonate). Yield: 32.0%. RXN SMILES: [C:1]([O:5][C:6]1[CH:7]=[C:8](Cl)[CH:9]=[CH:10][C:11]=1[O:12][C:13]([CH3:16])([CH3:15])[CH3:14])([CH3:4])([CH3:3])[CH3:2].[Mg].S(Cl)(Cl)=O.C[Si]([O:27][S:28]([C:31]([F:34])([F:33])[F:32])(=[O:30])=[O:29])(C)C.[Cl-].[NH4+]>C1COCC1>[F:32][C:31]([F:34])([F:33])[S:28]([O-:30])(=[O:29])=[O:27].[C:1]([O:5][C:6]1[CH:7]=[C:8]([S+:28]([C:31]2[CH:8]=[CH:7][C:6]([O:5][C:1]([CH3:2])([CH3:3])[CH3:4])=[C:11]([O:12][C:13]([CH3:16])([CH3:15])[CH3:14])[CH:10]=2)[C:8]2[CH:9]=[CH:10][C:11]([O:12][C:13]([CH3:16])([CH3:15])[CH3:14])=[C:6]([O:5][C:1]([CH3:4])([CH3:3])[CH3:2])[CH:7]=2)[CH:9]=[CH:10][C:11]=1[O:12][C:13]([CH3:16])([CH3:15])[CH3:14])([CH3:4])([CH3:3])[CH3:2] |f:4.5,7.8|. Procedure: A Grignard reagent was conventionally prepared using 51.3 g (0.2 mol) of 3,4-di-tert-butoxyphenyl chloride, 4.9 g (0.2 mol) of magnesium, and 100 g of THF. The Grignard reagent solution was cooled in an ice water bath whereupon 5.8 g (0.049 mol) of thionyl chloride diluted with 10 g of THF was added dropwise at less 30° C. Reaction mixture was ripened for about 30 minutes. Thereafter, 26.7 g (0.12 mol) of trimethylsilyltrifluoromethane sulfonate was added dropwise at less 20° C. Reaction mixture...